This data is from the Open Reaction Database (ORD), a public repository of structured organic reaction records. The task is: describe an organic reaction: reactants, conditions, products, and yield The reactants are C(C)(=O)OCC(=O)N(C)CC=1C(=NC=2N(CCCC2C1)C(NC1=NC=C(C(=C1)OC(C)C)C#N)=O)C(OC)OC (2-(((8-((5-cyano-4-isopropoxypyridin-2-yl)carbamoyl)-2-(dimethoxymethyl)-5,6,7,8-tetrahydro-1,8-naphthyridin-3-yl)methyl)(methyl)amino)-2-oxoethyl acetate), C(C)(=O)OCC(=O)N(C)CC=1C(=NC=2N(CCCC2C1)C(NC1=NC=C(C(=C1)OC(C)C)C#N)=O)C(OC)OC (2-(((8-((5-cyano-4-isopropoxypyridin-2-yl)carbamoyl)-2-(dimethoxymethyl)-5,6,7,8-tetrahydro-1,8-naphthyridin-3-yl)methyl)(methyl)amino)-2-oxoethyl acetate), Cl (HCl). Solvent: C1CCOC1 (THF), O (water). Run at time 9.5 hour. The product is C(#N)C=1C(=CC(=NC1)NC(=O)N1CCCC2=CC(=C(N=C12)C=O)CN(C(CO)=O)C)OC(C)C (N-(5-cyano-4-isopropoxypyridin-2-yl)-7-formyl-6-((2-hydroxy-N-methylacetamido)methyl)-3,4-dihydro-1,8-naphthyridine-1(2H)-carboxamide). Reaction SMILES: C([O:4][CH2:5][C:6]([N:8]([CH2:10][C:11]1[C:12]([CH:36](OC)[O:37]C)=[N:13][C:14]2[N:15]([C:21](=[O:35])[NH:22][C:23]3[CH:28]=[C:27]([O:29][CH:30]([CH3:32])[CH3:31])[C:26]([C:33]#[N:34])=[CH:25][N:24]=3)[CH2:16][CH2:17][CH2:18][C:19]=2[CH:20]=1)[CH3:9])=[O:7])(=O)C.Cl>C1COCC1.O>[C:33]([C:26]1[C:27]([O:29][CH:30]([CH3:32])[CH3:31])=[CH:28][C:23]([NH:22][C:21]([N:15]2[C:14]3[C:19](=[CH:20][C:11]([CH2:10][N:8]([CH3:9])[C:6](=[O:7])[CH2:5][OH:4])=[C:12]([CH:36]=[O:37])[N:13]=3)[CH2:18][CH2:17][CH2:16]2)=[O:35])=[N:24][CH:25]=1)#[N:34]. Procedure: To a solution of 2-(((8-((5-cyano-4-isopropoxypyridin-2-yl)carbamoyl)-2-(dimethoxymethyl)-5,6,7,8-tetrahydro-1,8-naphthyridin-3-yl)methyl)(methyl)amino)-2-oxoethyl acetate (intermediate 195, 378 mg, 0.682 mmol) in THF (1.7 ml) and water (1.7 ml) was added 37% aqueous HCl (1.12 mL, 13.64 mmol) at room temperature. The reaction mixture was stirred for 9.5 h at room temperature, quenched by the addition of saturated aqueous NaHCO3 and extracted with DCM (3×). The combined organic layers were dried ... Starting materials: CN(C)C=O, C(=NC1CCCCC1)=NC1CCCCC1, O=C1CCC(=O)N1O. The product is O=C(NC1CCCCC1)NC1CCCCC1. RXN SMILES: [CH3:24][N:25]([CH3:26])[CH:27]=[O:28].[CH:9]1([N:15]=[C:16]=[N:17][CH:18]2[CH2:19][CH2:20][CH2:21][CH2:22][CH2:23]2)[CH2:10][CH2:11][CH2:12][CH2:13][CH2:14]1.[OH:1][N:2]1[C:3](=[O:4])[CH2:5][CH2:6][C:7]1=[O:8]>>[O:1]=[C:16]([NH:15][CH:9]1[CH2:10][CH2:11][CH2:12][CH2:13][CH2:14]1)[NH:17][CH:18]1[CH2:19][CH2:20][CH2:21][CH2:22][CH2:23]1. The reactants are C(C)(C)(C)OC(N(C1=CC=C(C=C1)C(NC=1C=NC2=CC=CC=C2C1)=O)C)=O (methyl-[4-(quinolin-3-ylcarbamoyl)-phenyl]-carbamic acid tert-butyl ester). The solvent is ClCCl (dichloromethane), FC(C(=O)O)(F)F (trifluoroacetic acid), O (water). The product is CNC1=CC=C(C(=O)NC=2C=NC3=CC=CC=C3C2)C=C1 (4-Methylamino-N-quinolin-3-yl-benzamide). As a reaction SMILES: C(O[C:6](=O)[N:7](C)[C:8]1[CH:13]=[CH:12][C:11]([C:14](=[O:26])[NH:15][C:16]2[CH:17]=[N:18][C:19]3[C:24]([CH:25]=2)=[CH:23][CH:22]=[CH:21][CH:20]=3)=[CH:10][CH:9]=1)(C)(C)C>ClCCl.FC(F)(F)C(O)=O.O>[CH3:6][NH:7][C:8]1[CH:9]=[CH:10][C:11]([C:14]([NH:15][C:16]2[CH:17]=[N:18][C:19]3[C:24]([CH:25]=2)=[CH:23][CH:22]=[CH:21][CH:20]=3)=[O:26])=[CH:12][CH:13]=1. Reported procedure: A solution of methyl-[4-(quinolin-3-ylcarbamoyl)-phenyl]-carbamic acid tert-butyl ester (8.5 g, 22.5 mmol) in dichloromethane (100 ml), trifluoroacetic acid (100 mL) and water (10 mL) was stirred at room temperature for 6 hours. The solvent was evaporated in vacuo, and the residue was suspended in 1 N aqueous sodium hydroxide (200 mL). The product was collected by filtration, washed with water and dried in vacuo, to give a colorless solid, 5.4 g (87%). MS: m/z 278 (MH+). 1H NMR (DMSO-d6): 2.77 (... Procedure details: A solution containing W(CCMe3)(Cl3)(OPEt3) (0.43 g, 0.866 mmol) and diphenylacetylene (0.18 g, 1.0 mmol) in 2 ml of tetrahydrofuran was heated to 60° C. for 2 hours. During this time, the color of the reaction mixture changed from blue to green. Phenyl-t-butylacetylene (100% yield versus tungsten) was observed in the reaction mixture by gas chromatography. The reaction mixture was filtered and PMe3 (0.30 ml, 3.0 mmol) was added by syringe. The color of the solution turned yellow, and after the a... Run at temperature 60 celsius. Product: C1(=CC=CC=C1)C#CC(C)(C)C (Phenyl-t-butylacetylene). Reaction SMILES: [C:1]1([C:7]#[C:8][C:9]2[CH:14]=[CH:13][CH:12]=[CH:11][CH:10]=2)[CH:6]=CC=C[CH:2]=1.O1CCC[CH2:16]1>>[C:9]1([C:8]#[C:7][C:1]([CH3:2])([CH3:6])[CH3:16])[CH:10]=[CH:11][CH:12]=[CH:13][CH:14]=1. Yield: 100.0%. Reactants: W(CCMe3)(Cl3)(OPEt3), C1(=CC=CC=C1)C#CC1=CC=CC=C1 (diphenylacetylene), O1CCCC1 (tetrahydrofuran). Starting materials: [H-].[Na+] (Sodium hydride), N1=CC=C(C=C1)N1CCNCC1 (1-(4-pyridyl)piperazine), FC1=CC=C(C=C1)[N+](=O)[O-] (4-fluoronitrobenzene). Run in CN(C=O)C (dimethylformamide). Run at temperature 70 celsius, time 30 minute. Yields the product N1=CC=C(C=C1)N1CCN(CC1)C1=CC=C(C=C1)[N+](=O)[O-] (1-(4-pyridyl)-4-(4nitrophenyl)piperazine). As a reaction SMILES: [H-].[Na+].[N:3]1[CH:8]=[CH:7][C:6]([N:9]2[CH2:14][CH2:13][NH:12][CH2:11][CH2:10]2)=[CH:5][CH:4]=1.F[C:16]1[CH:21]=[CH:20][C:19]([N+:22]([O-:24])=[O:23])=[CH:18][CH:17]=1>CN(C)C=O>[N:3]1[CH:8]=[CH:7][C:6]([N:9]2[CH2:10][CH2:11][N:12]([C:16]3[CH:21]=[CH:20][C:19]([N+:22]([O-:24])=[O:23])=[CH:18][CH:17]=3)[CH2:13][CH2:14]2)=[CH:5][CH:4]=1 |f:0.1|. Procedure details: Sodium hydride (0.5 g) (45-55% dispersion in oil was added to a solution of 1-(4-pyridyl)piperazine (0.9 g) in dry dimethylformamide (10 ml) at ambient temperature and stirred for 30 minutes. After this time, 4-fluoronitrobenzene (0.65 ml) was added slowly and the temperature raised to 70° C. The mixture was maintained at this temperature for 2 hours. The reaction mixture was then quenched by pouring into water and acidifying with aq 2N HCl solution to pH 1. The acidic layer was washed with diet...